Task: describe an organic reaction: reactants, conditions, products, and yield. Dataset: the Open Reaction Database (ORD), a public repository of structured organic reaction records Reactants: C(C)(C)(C)O[C@H](C)[C@@H]1N(C(OC1)=O)C1=NC(=NC=C1F)NC(C)C=1OC(=CN1)C1=CC=C(C=C1)Cl ((4R)-4-((R)-1-(tert-butoxy)ethyl)-3-(2-((1-(5-(4-chlorophenyl)oxazol-2-yl)ethyl)amino)-5-fluoropyrimidin-4-yl)oxazolidin-2-one), C(=O)(C(F)(F)F)O.O (TFA water). The product is ClC1=CC=C(C=C1)C1=CN=C(O1)[C@@H](C)NC1=NC=C(C(=N1)N1C(OC[C@@H]1[C@@H](C)O)=O)F ((R)-3-(2-(((R)-1-(5-(4-chlorophenyl)oxazol-2-yl)ethyl)amino)-5-fluoropyrimidin-4-yl)-4-((R)-1-hydroxyethyl)oxazolidin-2-one), ClC1=CC=C(C=C1)C1=CN=C(O1)[C@H](C)NC1=NC=C(C(=N1)N1C(OC[C@@H]1[C@@H](C)O)=O)F ((R)-3-(2-(((S)-1-(5-(4-chlorophenyl)oxazol-2-yl)ethyl)amino)-5-fluoropyrimidin-4-yl)-4-((R)-1-hydroxyethyl)oxazolidin-2-one). RXN SMILES: C([O:5][C@@H:6]([C@H:8]1[CH2:12][O:11][C:10](=[O:13])[N:9]1[C:14]1[C:19]([F:20])=[CH:18][N:17]=[C:16]([NH:21][CH:22]([C:24]2[O:25][C:26]([C:29]3[CH:34]=[CH:33][C:32]([Cl:35])=[CH:31][CH:30]=3)=[CH:27][N:28]=2)[CH3:23])[N:15]=1)[CH3:7])(C)(C)C.C(O)(C(F)(F)F)=O.O>>[Cl:35][C:32]1[CH:33]=[CH:34][C:29]([C:26]2[O:25][C:24]([C@H:22]([NH:21][C:16]3[N:15]=[C:14]([N:9]4[C@@H:8]([C@H:6]([OH:5])[CH3:7])[CH2:12][O:11][C:10]4=[O:13])[C:19]([F:20])=[CH:18][N:17]=3)[CH3:23])=[N:28][CH:27]=2)=[CH:30][CH:31]=1.[Cl:35][C:32]1[CH:33]=[CH:34][C:29]([C:26]2[O:25][C:24]([C@@H:22]([NH:21][C:16]3[N:15]=[C:14]([N:9]4[C@@H:8]([C@H:6]([OH:5])[CH3:7])[CH2:12][O:11][C:10]4=[O:13])[C:19]([F:20])=[CH:18][N:17]=3)[CH3:23])=[N:28][CH:27]=2)=[CH:30][CH:31]=1 |f:1.2|. Reported procedure: (4R)-4-((R)-1-(tert-butoxy)ethyl)-3-(2-((1-(5-(4-chlorophenyl)oxazol-2-yl)ethyl)amino)-5-fluoropyrimidin-4-yl)oxazolidin-2-one (124 mg, 0.246 mmol) was treated with 90% TFA/water for 2 hours. Concentrated in vacuo and neutralized by passing through a column of MP-carbonate resin (2.0 g, 0.55 mmol/g eluting with MeOH/DCM/MeOH afforded the diastereomeric mixture. Chiral SFC chromatography on an ID column (75 g/min, 120 bar, 21×250 mm) eluting 45% IPA/CO2 (v/v) to give (R)-3-(2-(((R)-1-(5-(4-chloro... The reactants are COc1cccnc1Br, CCCCCC, CC(C)[Mg+], [Cl-], [Cl-], O=Cc1cc(F)ccc1F, [NH4+], C1CCOC1. Yields the product COc1cccnc1C(O)c1cc(F)ccc1F. RXN SMILES: [Br:6][c:7]1[n:8][cH:9][cH:10][cH:11][c:12]1[O:13][CH3:14].[CH3:27][CH2:28][CH2:29][CH2:30][CH2:31][CH3:32].[CH:2]([Mg+:3])([CH3:4])[CH3:5].[Cl-:1].[Cl-:25].[F:15][c:16]1[c:17]([CH:18]=[O:19])[cH:20][c:21]([F:24])[cH:22][cH:23]1.[NH4+:26].[O:33]1[CH2:34][CH2:35][CH2:36][CH2:37]1>>[c:7]1([CH:18]([c:17]2[c:16]([F:15])[cH:23][cH:22][c:21]([F:24])[cH:20]2)[OH:19])[n:8][cH:9][cH:10][cH:11][c:12]1[O:13][CH3:14]. Starting materials: O1C[C@@H](CC1)OC1=NC(=NC=C1Br)N[C@@H]1CC[C@@H](CC1)C (4-((R)-tetrahydrofuran-3-yloxy)-5-bromo-N-(cis-4-methylcyclohexyl)pyrimidin-2-amine), O1C[C@H](CC1)OC1=CC=C(C=C1)B1OC(C(O1)(C)C)(C)C (2-(4-((S)-tetrahydrofuran-3-yloxy)phenyl)-4,4,5,5-tetramethyl-1,3,2-dioxaborolane). Yields the product O1C[C@@H](CC1)OC1=NC(=NC=C1C1=CC=C(C=C1)O[C@@H]1COCC1)N[C@@H]1CC[C@@H](CC1)C (4-((R)-tetrahydrofuran-3-yloxy)-5-(4-((S)-tetrahydrofuran-3-yloxy)phenyl)-N-(cis-4-methylcyclohexyl)pyrimidin-2-amine). Reaction SMILES: [O:1]1[CH2:5][CH2:4][C@@H:3]([O:6][C:7]2[C:12](Br)=[CH:11][N:10]=[C:9]([NH:14][C@H:15]3[CH2:20][CH2:19][C@@H:18]([CH3:21])[CH2:17][CH2:16]3)[N:8]=2)[CH2:2]1.[O:22]1[CH2:26][CH2:25][C@H:24]([O:27][C:28]2[CH:33]=[CH:32][C:31](B3OC(C)(C)C(C)(C)O3)=[CH:30][CH:29]=2)[CH2:23]1>>[O:1]1[CH2:5][CH2:4][C@@H:3]([O:6][C:7]2[C:12]([C:31]3[CH:32]=[CH:33][C:28]([O:27][C@H:24]4[CH2:25][CH2:26][O:22][CH2:23]4)=[CH:29][CH:30]=3)=[CH:11][N:10]=[C:9]([NH:14][C@H:15]3[CH2:20][CH2:19][C@@H:18]([CH3:21])[CH2:17][CH2:16]3)[N:8]=2)[CH2:2]1. Procedure: Using the procedure of Example 1, Step 3, 4-((R)-tetrahydrofuran-3-yloxy)-5-bromo-N-(cis-4-methylcyclohexyl)pyrimidin-2-amine was reacted with 2-(4-((S)-tetrahydrofuran-3-yloxy)phenyl)-4,4,5,5-tetramethyl-1,3,2-dioxaborolane to provide the title compound as a free base. Starting materials: C(C1=CC=CC=C1)=O (benzaldehyde), COC1=CC=C(CN)C=C1 (4-methoxybenzylamine), FC(C(=O)O)(F)F (trifluoroacetic acid). Solvent: CCO (EtOH). The product is C1=NC=CC2=CC=CC=C12 (isoquinoline). Reaction SMILES: [CH:1](=O)[C:2]1C=CC=CC=1.CO[C:11]1[CH:18]=[CH:17][C:14]([CH2:15][NH2:16])=[CH:13][CH:12]=1.FC(F)(F)C(O)=O>CCO>[CH:15]1[C:14]2[C:13](=[CH:12][CH:11]=[CH:18][CH:17]=2)[CH:2]=[CH:1][N:16]=1. Procedure details: To a stirred solution of benzaldehyde AB (2.0 g, 11.13 mmol) in EtOH (25 mL) were added 4-methoxybenzylamine (PMBNH2; 1.91 g, 13.92 mmol) and a catalytic amount of trifluoroacetic acid (TFA; 5 mol %) at RT, and the mixture was gradually heated to reflux temperature under inert atmosphere. After completion of reaction (8 h, monitored by TLC), the reaction mixture was cooled to RT and concentrated under reduced pressure. The obtained solid residue was subjected to crystallization (50% CH2Cl2/penta... Reactants: O=C=O, C1CCOC1, [Li]CCCC, c1ccc2c(c1)Cc1ccccc1S2. Yields the product O=C(O)C1c2ccccc2Sc2ccccc21. Reaction SMILES: [C:20](=[O:21])=[O:22].[CH2:23]1[O:24][CH2:25][CH2:26][CH2:27]1.[CH3:15][CH2:16][CH2:17][CH2:18][Li:19].[cH:1]1[cH:2][cH:3][cH:4][c:5]2[c:14]1[CH2:13][c:12]1[c:7]([cH:8][cH:9][cH:10][cH:11]1)[S:6]2>>[cH:1]1[cH:2][cH:3][cH:4][c:5]2[c:14]1[CH:13]([C:20](=[O:21])[OH:22])[c:12]1[c:7]([cH:8][cH:9][cH:10][cH:11]1)[S:6]2.